From a dataset of the Open Reaction Database (ORD), a public repository of structured organic reaction records. describe an organic reaction: reactants, conditions, products, and yield Reactants: C(O)([O-])=O.[Na+] (sodium hydrogencarbonate), C(C)O (ethanol), C1(=CC=C(C=C1)S(=O)(=O)[O-])C.[NH+]1=CC=CC=C1 (pyridinium p-toluenesulfonate), C1(CC1)C=1C=C(C(N2C=CC(=C(C12)C)C=1SC(=C(C1)F)OC1OCCCC1)=O)C(=O)OCC (ethyl 1-cyclopropyl-8-[4-fluoro-5-(tetrahydropyran-2-yloxy)-thiophen-2-yl]-9-methyl-4-oxo-4H-quinolizine-3-carboxylate). Run in O1CCCC1 (tetrahydrofuran). Yields the product C1(CC1)C=1C=C(C(N2C=CC(=C(C12)C)C=1SC(=C(C1)F)CO)=O)C(=O)OCC (ethyl 1-cyclopropyl-8-(4-fluoro-5-hydroxymethylthiophen-2-yl)-9-methyl-4-oxo-4H-quinolizine-3-carboxylate). Reaction SMILES: [CH:1]1([C:4]2[CH:5]=[C:6]([C:29]([O:31][CH2:32][CH3:33])=[O:30])[C:7](=[O:28])[N:8]3[C:13]=2[C:12]([CH3:14])=[C:11]([C:15]2[S:16][C:17](OC4CCCCO4)=[C:18]([F:20])[CH:19]=2)[CH:10]=[CH:9]3)[CH2:3][CH2:2]1.[CH2:34]([OH:36])C.C1(C)C=CC(S([O-])(=O)=O)=CC=1.[NH+]1C=CC=CC=1.C(=O)([O-])O.[Na+]>O1CCCC1>[CH:1]1([C:4]2[CH:5]=[C:6]([C:29]([O:31][CH2:32][CH3:33])=[O:30])[C:7](=[O:28])[N:8]3[C:13]=2[C:12]([CH3:14])=[C:11]([C:15]2[S:16][C:17]([CH2:34][OH:36])=[C:18]([F:20])[CH:19]=2)[CH:10]=[CH:9]3)[CH2:2][CH2:3]1 |f:2.3,4.5|. Procedure: 318 mg of ethyl 1-cyclopropyl-8-[4-fluoro-5-(tetrahydropyran-2-yloxy)-thiophen-2-yl]-9-methyl-4-oxo-4H-quinolizine-3-carboxylate (Example 101) was dissolved in 5 ml of tetrahydrofuran. 5 ml of ethanol and 43.0 mg of pyridinium p-toluenesulfonate were added to the obtained solution, and they were heated under reflux for 3 hours. The reaction mixture was poured into saturated aqueous sodium hydrogencarbonate solution. After the extraction with ethyl acetate, the organic layer was washed with water... Yields the product C1(=CC=CC=C1)CCN1C[C@H](CC1)NC(C(C1=NC=CC=C1)C1=NC=CC=C1)=O ((S)-N-(1-(2-phenylethyl)pyrrolidin-3-yl)bis(2-pyridyl)acetamide). RXN SMILES: [N:1]1[CH:6]=[CH:5][CH:4]=[CH:3][C:2]=1[CH:7]([C:11]1[CH:16]=[CH:15][CH:14]=[CH:13][N:12]=1)[C:8]([OH:10])=O.[NH2:17][C@H:18]1[CH2:22][CH2:21][N:20]([CH2:23][CH2:24][C:25]2[CH:30]=[CH:29][CH:28]=[CH:27][CH:26]=2)[CH2:19]1>>[C:25]1([CH2:24][CH2:23][N:20]2[CH2:21][CH2:22][C@H:18]([NH:17][C:8](=[O:10])[CH:7]([C:2]3[CH:3]=[CH:4][CH:5]=[CH:6][N:1]=3)[C:11]3[CH:16]=[CH:15][CH:14]=[CH:13][N:12]=3)[CH2:19]2)[CH:26]=[CH:27][CH:28]=[CH:29][CH:30]=1. Starting materials: N1=C(C=CC=C1)C(C(=O)O)C1=NC=CC=C1 (Bis(2-pyridyl)acetic acid), N[C@@H]1CN(CC1)CCC1=CC=CC=C1 ((S)-3-amino-1-(2-phenylethyl)pyrrolidine). Procedure details: Bis(2-pyridyl)acetic acid and (S)-3-amino-1-(2-phenylethyl)pyrrolidine were reacted under the same conditions as in Example 23 to give (S)-N-(1-(2-phenylethyl)pyrrolidin-3-yl)bis(2-pyridyl)acetamide. Reactants: Brc1cccc(Br)n1, [Li]CCCC, CCCCCC, CON(C)C(=O)C1CCN(C)CC1, ClCCl, [Na+], [OH-]. Yields the product CN1CCC(C(=O)c2cccc(Br)n2)CC1. Reaction SMILES: [Br:1][c:2]1[n:3][c:4]([Br:8])[cH:5][cH:6][cH:7]1.[CH2:9]([Li:10])[CH2:11][CH2:12][CH3:13].[CH3:14][CH2:15][CH2:16][CH2:17][CH2:18][CH3:19].[CH3:20][N:21]1[CH2:22][CH2:23][CH:24]([C:27](=[O:28])[N:29]([CH3:30])[O:31][CH3:32])[CH2:25][CH2:26]1.[Cl:35][CH2:36][Cl:37].[Na+:34].[OH-:33]>>[c:2]1([C:27]([CH:24]2[CH2:23][CH2:22][N:21]([CH3:20])[CH2:26][CH2:25]2)=[O:28])[n:3][c:4]([Br:8])[cH:5][cH:6][cH:7]1. The reactants are petroleum ether ethyl acetate methanol, ClC=1C=C(C=CC1F)NC=1C2=C(N=CN1)C=NC(=N2)N[C@@H]2CC[C@H](CC2)C(=O)O (4-[(3-chloro-4-fluorophenyl)amino]-6-[trans-4-carboxycyclohexylamino]pyrimido[5,4-d]pyrimidine), F[B-](F)(F)F.N1(N=NC2=C1C=CC=C2)OC(=[N+](C)C)N(C)C (O-(benzotriazol-1-yl)-N,N,N',N'-tetramethyluronium tetrafluoroborate), N1CCCC1 (pyrrolidine). The solvent is C(C)N(CC)CC (triethylamine). The product is ClC=1C=C(C=CC1F)NC=1C2=C(N=CN1)C=NC(=N2)N[C@@H]2CC[C@H](CC2)C(=O)N2CCCC2 (4-[(3-Chloro-4-fluorophenyl)amino]-6-[trans-4-(pyrrolidinocarbonyl)cyclohexylamino]pyrimido[5,4-d]pyrimidine). Reaction SMILES: [Cl:1][C:2]1[CH:3]=[C:4]([NH:9][C:10]2[C:11]3[N:19]=[C:18]([NH:20][C@H:21]4[CH2:26][CH2:25][C@H:24]([C:27](O)=[O:28])[CH2:23][CH2:22]4)[N:17]=[CH:16][C:12]=3[N:13]=[CH:14][N:15]=2)[CH:5]=[CH:6][C:7]=1[F:8].F[B-](F)(F)F.N1(OC(N(C)C)=[N+](C)C)C2C=[CH:41][CH:42]=[CH:43][C:38]=2[N:37]=N1.N1CCCC1>C(N(CC)CC)C>[Cl:1][C:2]1[CH:3]=[C:4]([NH:9][C:10]2[C:11]3[N:19]=[C:18]([NH:20][C@H:21]4[CH2:22][CH2:23][C@H:24]([C:27]([N:37]5[CH2:38][CH2:43][CH2:42][CH2:41]5)=[O:28])[CH2:25][CH2:26]4)[N:17]=[CH:16][C:12]=3[N:13]=[CH:14][N:15]=2)[CH:5]=[CH:6][C:7]=1[F:8] |f:1.2|. Procedure: Prepared from 4-[(3-chloro-4-fluorophenyl)amino]-6-[trans-4-carboxycyclohexylamino]pyrimido[5,4-d]pyrimidine by reaction with O-(benzotriazol-1-yl)-N,N,N',N'-tetramethyluronium tetrafluoroborate, triethylamine and pyrrolidine. Melting point: 206°-209° C.; Rf : 0.52 (silica gel; petroleum ether/ethyl acetate/methanol=10:8:3)